This data is from the Open Reaction Database (ORD), a public repository of structured organic reaction records. The task is: describe an organic reaction: reactants, conditions, products, and yield Reactants: ClC12C(=C(C(C3C(C=CC(C13)=O)=O)(C2(Cl)Cl)Cl)Cl)Cl (1,2,3,4,9,9-hexachloro-1,4,4a,8a-tetrahydro-1,4-methanonaphthalene-5,8-dione), carbonyl, C(C)(=O)O (acetic acid), O (water). The reagents and catalysts are [Zn] (zinc). Run in C(Cl)(Cl)Cl (chloroform). Reaction conditions: temperature 50 celsius, time 30 minute. Yields the product ClC12C(=C(C(C3C(CCC(C13)=O)=O)(C2(Cl)Cl)Cl)Cl)Cl (1,2,3,4,9,9-hexachloro-1,4,4a,6,7,8a-hexahydro-1,4-methanonaphthalene-5,8-dione). Reaction SMILES: [Cl:1][C:2]12[C:14]([Cl:16])([Cl:15])[C:5]([Cl:17])([CH:6]3[CH:11]1[C:10](=[O:12])[CH:9]=[CH:8][C:7]3=[O:13])[C:4]([Cl:18])=[C:3]2[Cl:19].C(O)(=O)C.O>[Zn].C(Cl)(Cl)Cl>[Cl:1][C:2]12[C:14]([Cl:15])([Cl:16])[C:5]([Cl:17])([CH:6]3[CH:11]1[C:10](=[O:12])[CH2:9][CH2:8][C:7]3=[O:13])[C:4]([Cl:18])=[C:3]2[Cl:19]. Procedure details: 38 g. of 1,2,3,4,9,9-hexachloro-1,4,4a,8a-tetrahydro-1,4-methanonaphthalene-5,8-dione, prepared as in Example 1, were suspended in 150 ml. of glacial acetic acid and then this mixture was poured into 20 g. of zinc dust suspended in 150 ml. of distilled water. A slight exotherm occurred during stirring and the temperature was maintained at 50° C. for 3 hours by external heating. Then 200 ml. of chloroform were added and stirring was continued for 30 minutes more. The chloroform layer was separate...